From a dataset of the Open Reaction Database (ORD), a public repository of structured organic reaction records. describe an organic reaction: reactants, conditions, products, and yield The reactants are C1(=CC=CC=C1)[C@H](C)NC[Si](C)(C)C ((S)-(-)-N-1-phenylethyl-N-trimethylsilylmethylamine), C=O (formaldehyde). Run in C(CCCCCCC)O (n-octanol). Product: C1(=CC=CC=C1)[C@H](C)N(COCCCCCCCC)C[Si](C)(C)C ((S)-(-)-N-1-Phenylethyl-N-(octyloxymethyl)trimethylsilyl methylamine), acetal. RXN SMILES: [C:1]1([C@@H:7]([NH:9][CH2:10][Si:11]([CH3:14])([CH3:13])[CH3:12])[CH3:8])[CH:6]=[CH:5][CH:4]=[CH:3][CH:2]=1.[CH2:15]=[O:16]>C(O)CCCCCCC>[C:1]1([C@@H:7]([N:9]([CH2:10][Si:11]([CH3:13])([CH3:12])[CH3:14])[CH2:15][O:16][CH2:8][CH2:7][CH2:1][CH2:2][CH2:3][CH2:4][CH2:5][CH3:6])[CH3:8])[CH:6]=[CH:5][CH:4]=[CH:3][CH:2]=1. Procedure: The title compound was prepared from (S)-(-)-N-1-phenylethyl-N-trimethylsilylmethylamine by reaction with n-octanol and aqueous formaldehyde following the procedure of Example 2 to give the crude acetal (90% pure) as a colourless oil (9.1 g, 91%) δC (CD2Cl2)-1.28 (SiMe3), 14.29, 23.08, 30.31, 29.74, 29.89, 26.82, 33.32, 63.13 (O Octyl), 19.37 (CMe), 40.11 (NCH2Si), 62.10 (CH), 84.69 (NCH2O), 126.82, 127.96, 128.31, 145.95 (Ph). Starting materials: C#Cc1ccc(C)cc1, SCc1ccc(Cl)cc1, [Na]. Yields the product Cc1ccc(C=CSCc2ccc(Cl)cc2)cc1. As a reaction SMILES: [CH3:1][c:2]1[cH:3][cH:4][c:5]([C:8]#[CH:9])[cH:6][cH:7]1.[Cl:10][c:11]1[cH:12][cH:13][c:14]([CH2:15][SH:16])[cH:17][cH:18]1.[Na:19]>>[CH3:1][c:2]1[cH:3][cH:4][c:5]([CH:8]=[CH:9][S:16][CH2:15][c:14]2[cH:13][cH:12][c:11]([Cl:10])[cH:18][cH:17]2)[cH:6][cH:7]1. Reactants: CCOC(=O)C=C(CNC(CC(C)OCC)C(=O)Nc1ccn(CC(C)(C)O)n1)Oc1cccc(Cl)c1Cl, C1CCOC1. Product: CCOC(C)CC(C(=O)Nc1ccn(CC(C)(C)O)n1)N1CC(Oc2cccc(Cl)c2Cl)=CC1=O. As a reaction SMILES: [CH2:1]([O:2][C:4]([CH:5]=[C:6]([CH2:7][NH:8][CH:9]([CH2:10][CH:11]([CH3:12])[O:13][CH2:14][CH3:15])[C:16]([NH:17][c:18]1[n:19][n:20]([CH2:23][C:24]([CH3:25])([CH3:26])[OH:27])[cH:21][cH:22]1)=[O:28])[O:29][c:30]1[c:31]([Cl:37])[c:32]([Cl:36])[cH:33][cH:34][cH:35]1)=[O:38])[CH3:3].[O:39]1[CH2:40][CH2:41][CH2:42][CH2:43]1>>[C:4]1(=[O:38])[CH:5]=[C:6]([O:29][c:30]2[c:31]([Cl:37])[c:32]([Cl:36])[cH:33][cH:34][cH:35]2)[CH2:7][N:8]1[CH:9]([CH2:10][CH:11]([CH3:12])[O:13][CH2:14][CH3:15])[C:16]([NH:17][c:18]1[n:19][n:20]([CH2:23][C:24]([CH3:25])([CH3:26])[OH:27])[cH:21][cH:22]1)=[O:28]. Starting materials: NCC(C1=CC=C(C=C1)C(F)(F)F)N1CCN(CC1)C1=C(C(=NC=N1)N)Br (6-{4-[2-Amino-1-(4-trifluoromethyl-phenyl)-ethyl]-piperazin-1-yl}-5-bromo-pyrimidin-4-ylamine), FC1=CC=C(C=C1)B(O)O ((4-fluorophenyl)boronic acid), C1(CCCCC1)P(C1=C(C=CC=C1)C1=C(C=CC=C1OC)OC)C1CCCCC1 (dicyclohexyl(2′,6′-dimethoxybiphenyl-2-yl)phosphine), C([O-])([O-])=O.[Cs+].[Cs+] (cesium carbonate). Reagents/catalysts: C(C)(=O)[O-].[Pd+2].C(C)(=O)[O-] (palladium(2+) acetate). Solvent: O1CCOCC1 (dioxane), O (water). Conditions: temperature 100 celsius, time 8 hour. Product: NCC(C1=CC=C(C=C1)C(F)(F)F)N1CCN(CC1)C1=C(C(=NC=N1)N)C1=CC=C(C=C1)F (6-{4-[2-Amino-1-(4-trifluoromethyl-phenyl)-ethyl]-piperazin-1-yl}-5-(4-fluoro-phenyl)-pyrimidin-4-ylamine). Yield: 75.0%. Reaction SMILES: [NH2:1][CH2:2][CH:3]([N:14]1[CH2:19][CH2:18][N:17]([C:20]2[N:25]=[CH:24][N:23]=[C:22]([NH2:26])[C:21]=2Br)[CH2:16][CH2:15]1)[C:4]1[CH:9]=[CH:8][C:7]([C:10]([F:13])([F:12])[F:11])=[CH:6][CH:5]=1.[F:28][C:29]1[CH:34]=[CH:33][C:32](B(O)O)=[CH:31][CH:30]=1.C1(P(C2CCCCC2)C2C=CC=CC=2C2C(OC)=CC=CC=2OC)CCCCC1.C(=O)([O-])[O-].[Cs+].[Cs+]>O1CCOCC1.O.C([O-])(=O)C.[Pd+2].C([O-])(=O)C>[NH2:1][CH2:2][CH:3]([N:14]1[CH2:19][CH2:18][N:17]([C:20]2[N:25]=[CH:24][N:23]=[C:22]([NH2:26])[C:21]=2[C:32]2[CH:33]=[CH:34][C:29]([F:28])=[CH:30][CH:31]=2)[CH2:16][CH2:15]1)[C:4]1[CH:9]=[CH:8][C:7]([C:10]([F:13])([F:12])[F:11])=[CH:6][CH:5]=1 |f:3.4.5,8.9.10|. Procedure: A mixture of 6-{4-[2-Amino-1-(4-trifluoromethyl-phenyl)-ethyl]-piperazin-1-yl}-5-bromo-pyrimidin-4-ylamine (110.00 mg; 0.25 mmol; 1.0 eq.), (4-fluorophenyl)boronic acid (103.7 mg; 0.74 mmol; 3.0 eq.), palladium(2+) acetate (5.5 mg; 0.02 mmol; 0.1 eq.), dicyclohexyl(2′,6′-dimethoxybiphenyl-2-yl)phosphine (20.2 mg; 0.05 mmol; 0.2 eq.) and cesium carbonate (241.4 mg; 0.74 mmol; 3.0 eq.) in dioxane (5.00 ml) and water (0.50 ml) in a sealed tube was stirred at 100° C. overnight. The crude was purifie... The reactants are polyphosphoric acid, FC1=CC=C(C=C1)C(C(=O)O)C(C)(C)O (2-(p-fluorophenyl)-3-hydroxy-3-methylbutyric acid), ice water. The solvent is CCOCC (ether). Reaction conditions: time 2 hour. The product is FC1=CC=C(C=C1)C(C(=O)O)=C(C)C (2-(p-fluorophenyl)-3-methylcrotonic acid). Isolated yield 734.0%. As a reaction SMILES: [F:1][C:2]1[CH:7]=[CH:6][C:5]([CH:8]([C:12](O)([CH3:14])[CH3:13])[C:9]([OH:11])=[O:10])=[CH:4][CH:3]=1>CCOCC>[F:1][C:2]1[CH:3]=[CH:4][C:5]([C:8](=[C:12]([CH3:14])[CH3:13])[C:9]([OH:11])=[O:10])=[CH:6][CH:7]=1. Procedure: 90 g of polyphosphoric acid were placed in a 350 ml sulphonation flask. Then, it was treated dropwise with a solution of 10.0 g (47 mmol) of 2-(p-fluorophenyl)-3-hydroxy-3-methylbutyric acid in 70 ml of CH2CL2 at 20-25°. The viscous, yellow colored mixture was stirred for 2 hours, with the temperature rising to 35°. After hydrolysis with ice-water the mixture was left to stand overnight and then treated with ether. The organic phase was separated, washed 3 times with water, dried over MgSO4, fil... The reactants are C(O)([O-])=O.[Na+] (sodium hydrogen carbonate), COC=1C=C2C(=CC=NC2=CC1OC)OC1=CC=C(C=C1)N (6,7-Dimethoxy-4-(4-aminophenoxy)quinoline), FC1=C(N)C=C(C(=C1)F)F (2,4,5-Trifluoroaniline), ClC(Cl)(OC(OC(Cl)(Cl)Cl)=O)Cl (triphosgene). Run in C1(=CC=CC=C1)C (toluene), C(C)N(CC)CC (triethylamine). Yields the product FC1=C(C=C(C(=C1)F)F)NC(=O)NC1=CC=C(C=C1)OC1=CC=NC2=CC(=C(C=C12)OC)OC (N-(2,4,5-Trifluorophenyl)-N'-{4-[(6,7-dimethoxy-4-quinolyl)oxy]phenyl}urea). Isolated yield 73.2%. As a reaction SMILES: [CH3:1][O:2][C:3]1[CH:4]=[C:5]2[C:10](=[CH:11][C:12]=1[O:13][CH3:14])[N:9]=[CH:8][CH:7]=[C:6]2[O:15][C:16]1[CH:21]=[CH:20][C:19]([NH2:22])=[CH:18][CH:17]=1.ClC(Cl)(O[C:27](=[O:33])OC(Cl)(Cl)Cl)Cl.[F:35][C:36]1[CH:42]=[C:41]([F:43])[C:40]([F:44])=[CH:39][C:37]=1[NH2:38].C(=O)([O-])O.[Na+]>C1(C)C=CC=CC=1.C(N(CC)CC)C>[F:35][C:36]1[CH:42]=[C:41]([F:43])[C:40]([F:44])=[CH:39][C:37]=1[NH:38][C:27]([NH:22][C:19]1[CH:18]=[CH:17][C:16]([O:15][C:6]2[C:5]3[C:10](=[CH:11][C:12]([O:13][CH3:14])=[C:3]([O:2][CH3:1])[CH:4]=3)[N:9]=[CH:8][CH:7]=2)=[CH:21][CH:20]=1)=[O:33] |f:3.4|. Procedure: 6,7-Dimethoxy-4-(4-aminophenoxy)quinoline (50 mg) was dissolved in toluene (5 ml) with heat, after the addition of triethylamine (1 ml), triphosgene (55 mg) was added, and the admixture was refluxed with heat for 3 minutes. 2,4,5-Trifluoroaniline (75 mg) was added to the reaction mixture, and the admixture was refluxed with heat for 20 minutes. After the addition of aqueous sodium hydrogen carbonate, the reaction mixture was extracted 2 times with ethyl acetate, and the organic layer was then wa... Reactants: C(Cl)C1CO1 (epichlorohydrin), C(CCCCCCCCCCC)O (Dodecanol), aqueous solution, [OH-].[Na+] (sodium hydroxide). Reagents/catalysts: FC(S(=O)(=O)O)(F)F (trifluoromethanesulfonic acid). The solvent is O (water). Run at temperature 50 celsius, time 1 hour. Yields the product C(C1CO1)OCCCCCCCCCCCC (dodecyl glycidyl ether). The yield is 114.3%. As a reaction SMILES: [CH2:1]([OH:13])[CH2:2][CH2:3][CH2:4][CH2:5][CH2:6][CH2:7][CH2:8][CH2:9][CH2:10][CH2:11][CH3:12].[CH2:14]([CH:16]1[O:18][CH2:17]1)Cl.[OH-].[Na+]>FC(F)(F)S(O)(=O)=O.O>[CH2:14]([O:13][CH2:1][CH2:2][CH2:3][CH2:4][CH2:5][CH2:6][CH2:7][CH2:8][CH2:9][CH2:10][CH2:11][CH3:12])[CH:16]1[O:18][CH2:17]1 |f:2.3|. Reported procedure: Dodecanol (167.4 g) and 8.1 g of trifluoromethanesulfonic acid were heated to 95° C. while stirring. To the reaction mixture, 166.5 g of epichlorohydrin was added dropwise over 1 hour, followed by stirring for 8 hours. After completion of the reaction, the reaction mixture was cooled to 50° C. Over 1 hour, 75 g of a 48% aqueous solution of sodium hydroxide was added dropwise at a temperature maintained at 50° C. After stirring for 3 hours, 120 mL of water was added to the reaction mixture to cau...